Dataset: the Open Reaction Database (ORD), a public repository of structured organic reaction records. Task: describe an organic reaction: reactants, conditions, products, and yield The reactants are O=C([O-])[O-], CCCI, CC(C)=O, [K+], [K+], O=C1CCc2c(O)cccc21. Yields the product CCCOc1cccc2c1CCC2=O. Reaction SMILES: [C:12](=[O:13])([O-:14])[O-:15].[CH2:18]([CH2:19][CH3:20])[I:21].[CH3:22][C:23](=[O:24])[CH3:25].[K+:16].[K+:17].[OH:1][c:2]1[c:3]2[c:7]([cH:8][cH:9][cH:10]1)[C:6](=[O:11])[CH2:5][CH2:4]2>>[O:1]([c:2]1[c:3]2[c:7]([cH:8][cH:9][cH:10]1)[C:6](=[O:11])[CH2:5][CH2:4]2)[CH2:18][CH2:19][CH3:20]. Reported procedure: A solution of 32.0 g of 2-[4-(p-acetamidobenzyl)-1-piperazinyl]-8-ethyl-5,8-dihydro-5-oxopyrido[2,3-d]pyrimidine-6-carboxylic acid in a mixture of 580 ml of 13% hydrochloric acid and 140 ml of 50% acetic acid was heated at 90° C. for 70 minutes with stirring and concentrated to dryness under reduced pressure. The residue was dissolved in 200 ml of water, the solution made alkaline with 20 ml of a 50% sodium hydroxide solution, and adjusted to pH 7.5 with acetic acid. The crystalline precipitate ... The reactants are C(C)(=O)NC1=CC=C(CN2CCN(CC2)C=2N=CC3=C(N2)N(C=C(C3=O)C(=O)O)CC)C=C1 (2-[4-(p-acetamidobenzyl)-1-piperazinyl]-8-ethyl-5,8-dihydro-5-oxopyrido[2,3-d]pyrimidine-6-carboxylic acid). RXN SMILES: C([NH:4][C:5]1[CH:33]=[CH:32][C:8]([CH2:9][N:10]2[CH2:15][CH2:14][N:13]([C:16]3[N:17]=[CH:18][C:19]4[C:25](=[O:26])[C:24]([C:27]([OH:29])=[O:28])=[CH:23][N:22]([CH2:30][CH3:31])[C:20]=4[N:21]=3)[CH2:12][CH2:11]2)=[CH:7][CH:6]=1)(=O)C>Cl.C(O)(=O)C>[NH2:4][C:5]1[CH:6]=[CH:7][C:8]([CH2:9][N:10]2[CH2:15][CH2:14][N:13]([C:16]3[N:17]=[CH:18][C:19]4[C:25](=[O:26])[C:24]([C:27]([OH:29])=[O:28])=[CH:23][N:22]([CH2:30][CH3:31])[C:20]=4[N:21]=3)[CH2:12][CH2:11]2)=[CH:32][CH:33]=1. The product is NC1=CC=C(CN2CCN(CC2)C=2N=CC3=C(N2)N(C=C(C3=O)C(=O)O)CC)C=C1 (2-[4-(p-Aminobenzyl)-1-piperazinyl]-8-ethyl-5,8-dihydro-5-oxopyrido[2,3-d]pyrimidine-6-carboxylic acid). The solvent is Cl (hydrochloric acid), C(C)(=O)O (acetic acid). The yield is 77.9%. Conditions: temperature 90 celsius. The reactants are [Br-], O=C([O-])O, CC1(C)CCCC(C)(C)N1O, CCOC(C)=O, [O-]Cl, [K+], [Na+], [Na+], O, CC(C)(C)OC(=O)N1CC(O)C1. Yields the product CC(C)(C)OC(=O)N1CC(=O)C1. RXN SMILES: [Br-:25].[C:26](=[O:27])([OH:28])[O-:29].[CH3:13][C:14]1([CH3:23])[N:15]([O:16])[C:17]([CH3:18])([CH3:19])[CH2:20][CH2:21][CH2:22]1.[CH3:34][CH2:35][O:36][C:37](=[O:38])[CH3:39].[Cl:31][O-:32].[K+:24].[Na+:30].[Na+:33].[OH2:40].[OH:1][CH:2]1[CH2:3][N:4]([C:6](=[O:7])[O:8][C:9]([CH3:10])([CH3:11])[CH3:12])[CH2:5]1>>[O:1]=[C:2]1[CH2:3][N:4]([C:6](=[O:7])[O:8][C:9]([CH3:10])([CH3:11])[CH3:12])[CH2:5]1. The reactants are O=C1CCO1, CC(C)(C)OC(=O)N1CCc2[nH]c3ccccc3c2CC1, [H-], [K+], [K+], [Na+], O=C([O-])[O-], CN(C)C=O, O. The product is CC(C)(C)OC(=O)N1CCc2c(n(CCC(=O)O)c3ccccc23)CC1. RXN SMILES: [C:24]1(=[O:28])[CH2:25][CH2:26][O:27]1.[CH2:3]1[CH2:4][N:5]([C:17](=[O:18])[O:19][C:20]([CH3:21])([CH3:22])[CH3:23])[CH2:6][CH2:7][c:8]2[nH:9][c:10]3[cH:11][cH:12][cH:13][cH:14][c:15]3[c:16]21.[H-:1].[K+:29].[K+:30].[Na+:2].[O-:31][C:32]([O-:33])=[O:34].[O:35]=[CH:36][N:37]([CH3:38])[CH3:39].[OH2:40]>>[CH2:3]1[CH2:4][N:5]([C:17](=[O:18])[O:19][C:20]([CH3:21])([CH3:22])[CH3:23])[CH2:6][CH2:7][c:8]2[n:9]([CH2:26][CH2:25][C:24](=[O:27])[OH:28])[c:10]3[cH:11][cH:12][cH:13][cH:14][c:15]3[c:16]21.